This data is from the Open Reaction Database (ORD), a public repository of structured organic reaction records. The task is: describe an organic reaction: reactants, conditions, products, and yield Reactants: N1=CC(=CC=C1)C1=NC(=NC=C1)N (4-(3-pyridyl)-2-pyrimidine-amine), BrC=1C=C(C=CC1C)NC(C1=CC=C(C=C1)CN1CCN(CC1)C)=O (N-(3-bromo-4-methyl-phenyl)-4-(4-methyl-piperazin-1-ylmethyl)-benzamide), sodium tert.-butylate, C=1C=CC(=CC1)P(C=2C=CC=CC2)C3=CC=C4C=CC=CC4=C3C5=C6C=CC=CC6=CC=C5P(C=7C=CC=CC7)C=8C=CC=CC8 (rac-BINAP), C=1(C(=CC=CC1)C)C (xylene). The reagents and catalysts are C=1C=CC(=CC1)/C=C/C(=O)/C=C/C2=CC=CC=C2.C=1C=CC(=CC1)/C=C/C(=O)/C=C/C2=CC=CC=C2.C=1C=CC(=CC1)/C=C/C(=O)/C=C/C2=CC=CC=C2.[Pd].[Pd] (Pd2(dba)3). Solvent: O (water). Reaction conditions: time 5 hour. The product is CN1CCN(CC1)CC1=CC=C(C(=O)NC2=CC(=C(C=C2)C)NC2=NC=CC(=N2)C=2C=NC=CC2)C=C1 (4-(4-methyl-piperazin-1-ylmethyl)-N-[4-methyl-3-(4-pyridin-3-yl-pyrimidin-2-ylamino)-phenyl]-benzamide). RXN SMILES: [N:1]1[CH:6]=[CH:5][CH:4]=[C:3]([C:7]2[CH:12]=[CH:11][N:10]=[C:9]([NH2:13])[N:8]=2)[CH:2]=1.Br[C:15]1[CH:16]=[C:17]([NH:22][C:23](=[O:38])[C:24]2[CH:29]=[CH:28][C:27]([CH2:30][N:31]3[CH2:36][CH2:35][N:34]([CH3:37])[CH2:33][CH2:32]3)=[CH:26][CH:25]=2)[CH:18]=[CH:19][C:20]=1[CH3:21].C1C=CC(P(C2C(C3C(P(C4C=CC=CC=4)C4C=CC=CC=4)=CC=C4C=3C=CC=C4)=C3C(C=CC=C3)=CC=2)C2C=CC=CC=2)=CC=1.C1(C)C(C)=CC=CC=1>C1C=CC(/C=C/C(/C=C/C2C=CC=CC=2)=O)=CC=1.C1C=CC(/C=C/C(/C=C/C2C=CC=CC=2)=O)=CC=1.C1C=CC(/C=C/C(/C=C/C2C=CC=CC=2)=O)=CC=1.[Pd].[Pd].O>[CH3:37][N:34]1[CH2:33][CH2:32][N:31]([CH2:30][C:27]2[CH:28]=[CH:29][C:24]([C:23]([NH:22][C:17]3[CH:16]=[CH:15][C:20]([CH3:21])=[C:19]([NH:13][C:9]4[N:8]=[C:7]([C:3]5[CH:2]=[N:1][CH:6]=[CH:5][CH:4]=5)[CH:12]=[CH:11][N:10]=4)[CH:18]=3)=[O:38])=[CH:25][CH:26]=2)[CH2:36][CH2:35]1 |f:4.5.6.7.8|. Reported procedure: To a mixture of 4-(3-pyridyl)-2-pyrimidine-amine (172.2 mg, 1.0 mmol), N-(3-bromo-4-methyl-phenyl)-4-(4-methyl-piperazin-1-ylmethyl)-benzamide (402.4 mg, 1.0 mmol) and sodium tert.-butylate (144.2 mg, 1.5 mmol) is added a mixture of rac-BINAP (31.2 mg, 0.050 mmol) and Pd2(dba)3*CHCl3 (13 mg, 0.013 mmol) under argon. After addition of 3 ml of xylene the suspension is sonicated for 10 minutes then stirred for 5 hours under reflux. After cooling to room temperature, water (10 ml) is added to the da... The reactants are CN(C)C=O, CCO, CN1CCN(c2ccnc(Cl)n2)CC1, Nc1ccc2nc(NC(=O)c3ccccc3)sc2c1. The product is CN1CCN(c2ccnc(Nc3ccc4nc(NC(=O)c5ccccc5)sc4c3)n2)CC1. RXN SMILES: [CH3:34][N:35]([CH3:36])[CH:37]=[O:38].[CH3:39][CH2:40][OH:41].[Cl:20][c:21]1[n:22][cH:23][cH:24][c:25]([N:27]2[CH2:28][CH2:29][N:30]([CH3:33])[CH2:31][CH2:32]2)[n:26]1.[NH2:1][c:2]1[cH:3][c:4]2[c:5]([n:6][c:7]([NH:9][C:10]([c:11]3[cH:12][cH:13][cH:14][cH:15][cH:16]3)=[O:17])[s:8]2)[cH:18][cH:19]1>>[NH:1]([c:2]1[cH:3][c:4]2[c:5]([n:6][c:7]([NH:9][C:10]([c:11]3[cH:12][cH:13][cH:14][cH:15][cH:16]3)=[O:17])[s:8]2)[cH:18][cH:19]1)[c:21]1[n:22][cH:23][cH:24][c:25]([N:27]2[CH2:28][CH2:29][N:30]([CH3:33])[CH2:31][CH2:32]2)[n:26]1. The reactants are C(C)NC(=O)NC1=NN2C(C=C(C=C2C=O)C=2C=NC=CC2)=N1 (1-ethyl-3-(5-formyl-7-pyridin-3-yl-[1,2,4]triazolo[1,5-a]pyridin-2-yl)-urea), S(=O)(=O)(C1=CC=C(C)C=C1)C[N+]#[C-] (tosylmethyl isocyanide), C(=O)([O-])[O-].[K+].[K+] (K2CO3). The solvent is CO (MeOH). The product is C(C)NC(=O)NC1=NN2C(C=C(C=C2C2=CN=CO2)C=2C=NC=CC2)=N1 (N-Ethyl-N′-[5-(1,3-oxazol-5-yl)-7-pyridin-3-yl[1,2,4]triazolo[1,5-a]pyridin-2-yl]urea). As a reaction SMILES: [CH2:1]([NH:3][C:4]([NH:6][C:7]1[N:23]=[C:10]2[CH:11]=[C:12]([C:17]3[CH:18]=[N:19][CH:20]=[CH:21][CH:22]=3)[CH:13]=[C:14]([CH:15]=[O:16])[N:9]2[N:8]=1)=[O:5])[CH3:2].S([CH2:34][N+:35]#[C-:36])(C1C=CC(C)=CC=1)(=O)=O.C([O-])([O-])=O.[K+].[K+]>CO>[CH2:1]([NH:3][C:4]([NH:6][C:7]1[N:23]=[C:10]2[CH:11]=[C:12]([C:17]3[CH:18]=[N:19][CH:20]=[CH:21][CH:22]=3)[CH:13]=[C:14]([C:15]3[O:16][CH:36]=[N:35][CH:34]=3)[N:9]2[N:8]=1)=[O:5])[CH3:2] |f:2.3.4|. Procedure: A mixture of the product of Step 2 (40 mg, 0.13 mmol), tosylmethyl isocyanide (28 mg, 0.14 mmol) and K2CO3 (36 mg, 0.26 mmol) were stirred at room temperature in MeOH (5 mL) for a few minutes, then heated at reflux for 0.5 h. All solvent was then removed under reduced pressure, the residue taken up into MeOH/CH2Cl2, and dried onto silica. Purification was carried out by filtration through a plug of silica gel (5% MeOH/CH2Cl2 as eluant) to give the title compound as a solid. LCMS (APCI+) 350.